This data is from the Open Reaction Database (ORD), a public repository of structured organic reaction records. The task is: describe an organic reaction: reactants, conditions, products, and yield Starting materials: COc1cc2c(cc1-c1ccccc1)C(c1cccc(Br)c1)=NCC(=O)N2C, C#CCNC(=O)OC(C)(C)C. The product is COc1cc2c(cc1-c1ccccc1)C(c1cccc(C#CCNC(=O)OC(C)(C)C)c1)=NCC(=O)N2C. As a reaction SMILES: [Br:1][c:2]1[cH:3][c:4]([C:8]2=[N:14][CH2:13][C:12](=[O:15])[N:11]([CH3:16])[c:10]3[c:9]2[cH:20][c:19](-[c:21]2[cH:22][cH:23][cH:24][cH:25][cH:26]2)[c:18]([O:27][CH3:28])[cH:17]3)[cH:5][cH:6][cH:7]1.[CH2:29]([C:30]#[CH:31])[NH:32][C:33](=[O:34])[O:35][C:36]([CH3:37])([CH3:38])[CH3:39]>>[c:2]1([C:31]#[C:30][CH2:29][NH:32][C:33](=[O:34])[O:35][C:36]([CH3:37])([CH3:38])[CH3:39])[cH:3][c:4]([C:8]2=[N:14][CH2:13][C:12](=[O:15])[N:11]([CH3:16])[c:10]3[c:9]2[cH:20][c:19](-[c:21]2[cH:22][cH:23][cH:24][cH:25][cH:26]2)[c:18]([O:27][CH3:28])[cH:17]3)[cH:5][cH:6][cH:7]1. Starting materials: O1C(C(=O)O)C1C(=O)O.CC=1C=C(C[K])C=CC1 (m-methylbenzyl potassium epoxysuccinate), C(C1=CC=CC=C1)OC([C@@H](N)CC1=CC=C(C=C1)O)=O (L-tyrosine benzyl ester). Run in ClCCl (dichloromethane). Product: O1C(C(=O)O)C1C(=O)O (epoxysuccinic acid), N-(3-m-methylbenzyloxycarbonyloxirane-2-carbonyl)-L-tyrosine benzyl ester(EP-148). The yield is 61.0%. As a reaction SMILES: [O:1]1[CH:6]([C:7]([OH:9])=[O:8])[CH:2]1[C:3]([OH:5])=[O:4].CC1C=C(C=CC=1)C[K].C(OC(=O)[C@H](CC1C=CC(O)=CC=1)N)C1C=CC=CC=1>ClCCl>[O:1]1[CH:6]([C:7]([OH:9])=[O:8])[CH:2]1[C:3]([OH:5])=[O:4] |f:0.1|. Procedure: When epoxysuccinic acid mono m-methylbenzyl ester chloride which was prepared from m-methylbenzyl potassium epoxysuccinate (i.e. m-methylbenzyl potassium oxirane 2,3-dicarboxylate) in a manner as described in Example 46 was reacted with L-tyrosine benzyl ester in dichloromethane by the same method as described in Example 47, N-(3-m-methylbenzyloxycarbonyloxirane-2-carbonyl)-L-tyrosine benzyl ester(EP-148) was obtained as a colorless oil. Yield 61%. Mass: m/e 489 (M+). IRνfilm (cm-1): 3480 (amine... Conditions: temperature 110 celsius, time 2 hour. Yields the product FC=1C=C2C(C(=CN(C2=CC1F)C1=CC=C(C=C1)OC)C(=O)O)=O (6,7-difluoro-1-(4-methoxyphenyl)-1,4-dihydro-4-oxoquinoline-3-carboxylic acid). Run in C(C)(=O)O (acetic acid). Procedure details: To ethyl 6,7-difluoro-1-(4 -methoxyphenyl)-1,4-dihydro-4-oxoquinoline-3-carboxylate (0.61 g) are added 90% acetic acid (8.0 ml) and conc. hydrochloric acid (2.0 ml), and the mixture is heated with stirring at 110° C. for 2 hours. After the reaction, the solvent is distilled off under reduced pressure. The resulting residue is washed well with water to give 6,7-difluoro-1-(4-methoxyphenyl)-1,4-dihydro-4-oxoquinoline-3-carboxylic acid (0.54 g) as colorless needles, m.p. 256°-258° C. Reactants: FC=1C=C2C(C(=CN(C2=CC1F)C1=CC=C(C=C1)OC)C(=O)OCC)=O (ethyl 6,7-difluoro-1-(4 -methoxyphenyl)-1,4-dihydro-4-oxoquinoline-3-carboxylate), Cl (hydrochloric acid). As a reaction SMILES: [F:1][C:2]1[CH:3]=[C:4]2[C:9](=[CH:10][C:11]=1[F:12])[N:8]([C:13]1[CH:18]=[CH:17][C:16]([O:19][CH3:20])=[CH:15][CH:14]=1)[CH:7]=[C:6]([C:21]([O:23]CC)=[O:22])[C:5]2=[O:26].Cl>C(O)(=O)C>[F:1][C:2]1[CH:3]=[C:4]2[C:9](=[CH:10][C:11]=1[F:12])[N:8]([C:13]1[CH:14]=[CH:15][C:16]([O:19][CH3:20])=[CH:17][CH:18]=1)[CH:7]=[C:6]([C:21]([OH:23])=[O:22])[C:5]2=[O:26]. Isolated yield 96.0%. Reactants: CCc1ccc(B(O)O)cc1, Cc1c(Br)c(C)c2c(OS(=O)(=O)C(F)(F)F)coc2c1C, [Na+], [Na+], O=C([O-])[O-], O, c1ccc(P(c2ccccc2)(c2ccccc2)[Pd](P(c2ccccc2)(c2ccccc2)c2ccccc2)(P(c2ccccc2)(c2ccccc2)c2ccccc2)P(c2ccccc2)(c2ccccc2)c2ccccc2)cc1. The product is CCc1ccc(-c2coc3c(C)c(C)c(Br)c(C)c23)cc1. Reaction SMILES: [CH2:22]([CH3:23])[c:24]1[cH:25][cH:26][c:27]([B:30]([OH:31])[OH:32])[cH:28][cH:29]1.[F:1][C:2]([F:3])([F:4])[S:5]([O:6][c:7]1[cH:8][o:9][c:10]2[c:11]1[c:12]([CH3:19])[c:13]([Br:18])[c:14]([CH3:17])[c:15]2[CH3:16])(=[O:20])=[O:21].[Na+:33].[Na+:34].[O-:35][C:36](=[O:37])[O-:38].[OH2:116].[cH:39]1[cH:40][cH:41][c:42]([P:43]([Pd:44]([P:45]([c:46]2[cH:47][cH:48][cH:49][cH:50][cH:51]2)([c:52]2[cH:53][cH:54][cH:55][cH:56][cH:57]2)[c:58]2[cH:59][cH:60][cH:61][cH:62][cH:63]2)([P:64]([c:65]2[cH:66][cH:67][cH:68][cH:69][cH:70]2)([c:71]2[cH:72][cH:73][cH:74][cH:75][cH:76]2)[c:77]2[cH:78][cH:79][cH:80][cH:81][cH:82]2)[P:83]([c:84]2[cH:85][cH:86][cH:87][cH:88][cH:89]2)([c:90]2[cH:91][cH:92][cH:93][cH:94][cH:95]2)[c:96]2[cH:97][cH:98][cH:99][cH:100][cH:101]2)([c:102]2[cH:103][cH:104][cH:105][cH:106][cH:107]2)[c:108]2[cH:109][cH:110][cH:111][cH:112][cH:113]2)[cH:114][cH:115]1>>[c:7]1(-[c:27]2[cH:26][cH:25][c:24]([CH2:22][CH3:23])[cH:29][cH:28]2)[cH:8][o:9][c:10]2[c:11]1[c:12]([CH3:19])[c:13]([Br:18])[c:14]([CH3:17])[c:15]2[CH3:16]. Reactants: C#CCN(C)C, Cn1cc(C(=O)NCc2ccc(Cl)cc2)c(=O)c2cc(CN3CCOCC3)cc(I)c21, [Cu]I, CN(C)C=O. Product: CN(C)CC#Cc1cc(CN2CCOCC2)cc2c(=O)c(C(=O)NCc3ccc(Cl)cc3)cn(C)c12. RXN SMILES: [CH3:32][N:33]([CH2:34][C:35]#[CH:36])[CH3:37].[Cl:1][c:2]1[cH:3][cH:4][c:5]([CH2:6][NH:7][C:8](=[O:9])[c:10]2[cH:11][n:12]([CH3:29])[c:13]3[c:14]([I:28])[cH:15][c:16]([CH2:21][N:22]4[CH2:23][CH2:24][O:25][CH2:26][CH2:27]4)[cH:17][c:18]3[c:19]2=[O:20])[cH:30][cH:31]1.[Cu:38][I:39].[O:40]=[CH:41][N:42]([CH3:43])[CH3:44]>>[Cl:1][c:2]1[cH:3][cH:4][c:5]([CH2:6][NH:7][C:8](=[O:9])[c:10]2[cH:11][n:12]([CH3:29])[c:13]3[c:14]([C:36]#[C:35][CH2:34][N:33]([CH3:32])[CH3:37])[cH:15][c:16]([CH2:21][N:22]4[CH2:23][CH2:24][O:25][CH2:26][CH2:27]4)[cH:17][c:18]3[c:19]2=[O:20])[cH:30][cH:31]1. The reactants are FC1=CC=C(C=C1)C=1N=C2N(C=CN=C2C)C1C1=NC(=NC=C1)NC1CCNCC1 (4-[2-(4-Fluorophenyl)-8-methylimidazo[1,2-a]pyrazin-3-yl]-pyrimidin-2-ylpiperidin-4-ylamine), ClC(=O)COC(C)=O (acetic acid chlorocarbonylmethyl ester), C1CCOC1 (THF), TEA. As a reaction SMILES: [F:1][C:2]1[CH:7]=[CH:6][C:5]([C:8]2[N:9]=[C:10]3[C:15]([CH3:16])=[N:14][CH:13]=[CH:12][N:11]3[C:17]=2[C:18]2[CH:23]=[CH:22][N:21]=[C:20]([NH:24][CH:25]3[CH2:30][CH2:29][NH:28][CH2:27][CH2:26]3)[N:19]=2)=[CH:4][CH:3]=1.C1COCC1.Cl[C:37]([CH2:39][O:40]C(=O)C)=[O:38]>>[F:1][C:2]1[CH:3]=[CH:4][C:5]([C:8]2[N:9]=[C:10]3[C:15]([CH3:16])=[N:14][CH:13]=[CH:12][N:11]3[C:17]=2[C:18]2[CH:23]=[CH:22][N:21]=[C:20]([NH:24][CH:25]3[CH2:30][CH2:29][N:28]([C:37](=[O:38])[CH2:39][OH:40])[CH2:27][CH2:26]3)[N:19]=2)=[CH:6][CH:7]=1. Reaction conditions: time 16 hour. Procedure details: A solution of 4-[2-(4-Fluorophenyl)-8-methylimidazo[1,2-a]pyrazin-3-yl]-pyrimidin-2-ylpiperidin-4-ylamine (Example #H.1.1; 0.2 g, 0.5 mmol) in THF (1.1 mL, 1.4 mmol) was cooled to about 0° C. Then TEA (0.13 mL, 0.94 mmol) was added followed by acetic acid chlorocarbonylmethyl ester (0.077 g, 0.56 mmol). After about 16 h, the mixture was allowed to warm to ambient temperature and filtered, washing with MeOH. The filtrate was treated with 2.50 M aqueous sodium hydroxide (0.20 mL) at ambient temper... Product: FC1=CC=C(C=C1)C=1N=C2N(C=CN=C2C)C1C1=NC(=NC=C1)NC1CCN(CC1)C(CO)=O (1-(4-{4-[2-(4-Fluorophenyl)-8-methylimidazo[1,2-a]pyrazin-3-yl]-pyrimidin-2-ylamino}-piperidin-1-yl)-2-hydroxyethanone). The reactants are C(C#C)(=O)OCCC#N (2-cyanoethyl propiolate), C(C)NCC (diethylamine). The solvent is C(Cl)(Cl)Cl (chloroform), C(Cl)(Cl)Cl (chloroform), C(Cl)(Cl)Cl (chloroform). Product: C(C)N(/C=C/C(=O)OCCC#N)CC (2-Cyanoethyl trans-3-diethylaminoacrylate). Reaction SMILES: [C:1]([O:5][CH2:6][CH2:7][C:8]#[N:9])(=[O:4])[C:2]#[CH:3].[CH2:10]([NH:12][CH2:13][CH3:14])[CH3:11]>C(Cl)(Cl)Cl>[CH2:10]([N:12]([CH2:13][CH3:14])/[CH:3]=[CH:2]/[C:1]([O:5][CH2:6][CH2:7][C:8]#[N:9])=[O:4])[CH3:11]. Procedure: A solution of 48 g (0.39 moles) of 2-cyanoethyl propiolate in 100 ml of chloroform was treated with a solution of 28.5 g (0.38 moles) of diethylamine in 100 ml of chloroform. The temperature was kept at 10° to 20° C. during the addition. The chloroform was stripped off and the product used without purification. Starting materials: C(C)(=O)C=1C(N(C(=CC1C1=C(C=CC=C1)C(C)C)C)CC(=O)OCC)=O (3-Acetyl-4-(2-isopropylphenyl)-6-methyl-1-ethoxycarbonylmethyl-2-pyridinone), OO (H2O2), FC(C(=O)OC(C(F)(F)F)=O)(F)F (trifluoroacetic anhydride). Run in C(Cl)Cl (CH2Cl2), C(Cl)Cl (CH2Cl2), O (water). Yields the product C(C)(=O)OC=1C(N(C(=CC1C1=C(C=CC=C1)C(C)C)C)CC(=O)OCC)=O (3-Acetoxy-4-(2-isopropylphenyl)-6-methyl-1-ethoxycarbonylmethyl-2-pyridinone). RXN SMILES: C([C:4]1[C:5](=[O:26])[N:6]([CH2:20][C:21]([O:23][CH2:24][CH3:25])=[O:22])[C:7]([CH3:19])=[CH:8][C:9]=1[C:10]1[CH:15]=[CH:14][CH:13]=[CH:12][C:11]=1[CH:16]([CH3:18])[CH3:17])(=O)C.OO.F[C:30](F)(F)[C:31]([O:33]C(=O)C(F)(F)F)=[O:32]>C(Cl)Cl.O>[C:31]([O:33][C:4]1[C:5](=[O:26])[N:6]([CH2:20][C:21]([O:23][CH2:24][CH3:25])=[O:22])[C:7]([CH3:19])=[CH:8][C:9]=1[C:10]1[CH:15]=[CH:14][CH:13]=[CH:12][C:11]=1[CH:16]([CH3:17])[CH3:18])(=[O:32])[CH3:30]. Reported procedure: To a stirred solution of 3-acetyl-4-(2-isopropylphenyl)-6-methyl-1-ethoxycarbonylmethyl-2-pyridinone from step 3 above (0.65 g, 1.8 mmol) in CH2Cl2 (150 mL) at 0° C. was added 30% aqueous H2O2 (0.94 mL, 9 mmol) and trifluoroacetic anhydride (1.8 mL, 14 mmol). The resulting solution was refluxed for 1 h and then diluted with CH2Cl2 and water. The organic phase was separated, dried over Na2SO4, filtered, and concentrated in vacuo to give the title compound (0.325 g; NMR: OCOCH3 peak at 2.05 ppm; H...